Dataset: the Open Reaction Database (ORD), a public repository of structured organic reaction records. Task: describe an organic reaction: reactants, conditions, products, and yield Starting materials: COc1ccc(Cl)cc1C(=O)N=c1sc(C(C)(C)C)cn1CC(C)(C)O, CC(=O)OC(C)=O, CN(C)c1ccncc1, c1ccncc1. Yields the product COc1ccc(Cl)cc1C(=O)N=c1sc(C(C)(C)C)cn1CC(C)(C)OC(C)=O. As a reaction SMILES: [C:1]([CH3:2])([CH3:3])([CH3:4])[c:5]1[cH:6][n:7]([CH2:22][C:23]([CH3:24])([CH3:25])[OH:26])[c:8](=[N:10][C:11]([c:12]2[c:13]([O:19][CH3:20])[cH:14][cH:15][c:16]([Cl:18])[cH:17]2)=[O:21])[s:9]1.[CH3:27][C:28](=[O:29])[O:30][C:31](=[O:32])[CH3:33].[CH3:34][N:35]([CH3:36])[c:37]1[cH:38][cH:39][n:40][cH:41][cH:42]1.[cH:43]1[cH:44][cH:45][n:46][cH:47][cH:48]1>>[C:1]([CH3:2])([CH3:3])([CH3:4])[c:5]1[cH:6][n:7]([CH2:22][C:23]([CH3:24])([CH3:25])[O:26][C:28]([CH3:27])=[O:29])[c:8](=[N:10][C:11]([c:12]2[c:13]([O:19][CH3:20])[cH:14][cH:15][c:16]([Cl:18])[cH:17]2)=[O:21])[s:9]1. Starting materials: [BH3-]C#N, CC(C)N, CO, Cl, [Na+], COc1ccc2c(c1)CCC1CCN(C)C(=O)C(CC(C)=O)=C21. Yields the product COc1ccc2c(c1)CCC1CCN(C)C(=O)C(CC(C)NC(C)C)=C21. RXN SMILES: [C:28]([BH3-:29])#[N:30].[CH3:24][CH:25]([CH3:26])[NH2:27].[CH3:33][OH:34].[ClH:32].[Na+:31].[O:1]=[C:2]([CH2:3][C:4]1=[C:10]2[CH:9]([CH2:8][CH2:7][N:6]([CH3:21])[C:5]1=[O:22])[CH2:18][CH2:17][c:16]1[c:11]2[cH:12][cH:13][c:14]([O:19][CH3:20])[cH:15]1)[CH3:23]>>[CH:2]([CH2:3][C:4]1=[C:10]2[CH:9]([CH2:8][CH2:7][N:6]([CH3:21])[C:5]1=[O:22])[CH2:18][CH2:17][c:16]1[c:11]2[cH:12][cH:13][c:14]([O:19][CH3:20])[cH:15]1)([CH3:23])[NH:27][CH:25]([CH3:24])[CH3:26]. The reactants are BrC=1N=C(C(=NC1)N(S(=O)(=O)C1=C(C(=CC=C1)Cl)Cl)COCC[Si](C)(C)C)OC (N-(5-Bromo-3-methoxy-2-pyrazinyl)-2,3-dichloro-N-[{2-(trimethylsilanyl)ethoxy}methyl]benzenesulphonamide), COC(CS)=O (mercaptoacetic acid methyl ester), C([O-])([O-])=O.[Cs+].[Cs+] (caesium carbonate). Run in C(C)#N (acetonitril), ClCCl (dichloromethane). Conditions: time 16 hour. Yields the product C(C)(=O)OCC.CCCC(C)C (ethyl acetate isohexane), ClC1=C(C=CC=C1Cl)S(=O)(=O)NC=1N=CC(=NC1OC)SCC(=O)O ([5-(2,3-Dichlorobenzenesulphonylamino)-6-methoxy-2-pyrazinylsulphanyl]acetic acid). As a reaction SMILES: Br[C:2]1[N:3]=[C:4]([O:28][CH3:29])[C:5]([N:8](COCC[Si](C)(C)C)[S:9]([C:12]2[CH:17]=[CH:16][CH:15]=[C:14]([Cl:18])[C:13]=2[Cl:19])(=[O:11])=[O:10])=[N:6][CH:7]=1.[CH3:30][O:31][C:32](=[O:35])[CH2:33][SH:34].[C:36](=O)([O-])[O-].[Cs+].[Cs+]>C(#N)C.ClCCl>[C:32]([O:31][CH2:30][CH3:2])(=[O:35])[CH3:33].[CH3:12][CH2:17][CH2:16][CH:15]([CH3:14])[CH3:36].[Cl:19][C:13]1[C:14]([Cl:18])=[CH:15][CH:16]=[CH:17][C:12]=1[S:9]([NH:8][C:5]1[N:6]=[CH:7][C:2]([S:34][CH2:33][C:32]([OH:35])=[O:31])=[N:3][C:4]=1[O:28][CH3:29])(=[O:10])=[O:11] |f:2.3.4,7.8|. Reported procedure: N-(5-Bromo-3-methoxy-2-pyrazinyl)-2,3-dichloro-N-[{2-(trimethylsilanyl)ethoxy}methyl]benzenesulphonamide (0.40 g), mercaptoacetic acid methyl ester (0.1 g) and caesium carbonate (0.6 g) in acetonitril (10 mL) was stirred at room temperature. After 16 h, the solution was diluted with dichloromethane, filtered and evaporated. Chromatography on silica gel eluting with ethyl acetate/isohexane mixtures gave the title compound with SEM group attached. The compound was dissolved in trifluoroacetic acid... Reactants: CC(C)(C)OC(=O)N1CCC(c2nc(Br)cn2CCOC2CCCCO2)CC1, CO, Cc1ccc(S(=O)(=O)O)cc1. Yields the product CC(C)(C)OC(=O)N1CCC(c2nc(Br)cn2CCO)CC1. RXN SMILES: [C:1]([CH3:2])([CH3:3])([CH3:4])[O:5][C:6](=[O:7])[N:8]1[CH2:9][CH2:10][CH:11]([c:14]2[n:15]([CH2:20][CH2:21][O:22][CH:23]3[CH2:24][CH2:25][CH2:26][CH2:27][O:28]3)[cH:16][c:17]([Br:19])[n:18]2)[CH2:12][CH2:13]1.[CH3:40][OH:41].[c:29]1([CH3:30])[cH:31][cH:32][c:33]([S:34]([OH:35])(=[O:36])=[O:37])[cH:38][cH:39]1>>[C:1]([CH3:2])([CH3:3])([CH3:4])[O:5][C:6](=[O:7])[N:8]1[CH2:9][CH2:10][CH:11]([c:14]2[n:15]([CH2:20][CH2:21][OH:22])[cH:16][c:17]([Br:19])[n:18]2)[CH2:12][CH2:13]1. Starting materials: C([O-])([O-])=O.[Cs+].[Cs+] (cesium carbonate), BrC=1C(N(C=C(C1)Br)C)=O (3,5-Dibromo-1-methyl-1H-pyridin-2-one), C1(=CC=CC=C1)P(C1=CC=CC=C1)C1=C(C2=CC=CC=C2C=C1)C1=CC=CC2=CC=CC=C12 (diphenylphosphino-1,1′-binaphthalene), CN1N=C(C=C1)N (1-Methyl-1H-pyrazol-3-ylamine), tris(dibenzylidineacetone)dipalladium(0). Run in C1(=CC=CC=C1)C (toluene), O (water). Conditions: temperature 130 celsius. Yields the product BrC=1C=C(C(N(C1)C)=O)NC1=NN(C=C1)C (5-Bromo-1-methyl-3-(1-methyl-1H-pyrazol-3-ylamino)-1H-pyridin-2-one). Yield: 54.4%. Reaction SMILES: Br[C:2]1[C:3](=[O:10])[N:4]([CH3:9])[CH:5]=[C:6]([Br:8])[CH:7]=1.[CH3:11][N:12]1[CH:16]=[CH:15][C:14]([NH2:17])=[N:13]1.C1(P(C2C=CC3C(=CC=CC=3)C=2C2C3C(=CC=CC=3)C=CC=2)C2C=CC=CC=2)C=CC=CC=1.C(=O)([O-])[O-].[Cs+].[Cs+]>O.C1(C)C=CC=CC=1>[Br:8][C:6]1[CH:7]=[C:2]([NH:17][C:14]2[CH:15]=[CH:16][N:12]([CH3:11])[N:13]=2)[C:3](=[O:10])[N:4]([CH3:9])[CH:5]=1 |f:3.4.5|. Reported procedure: 3,5-Dibromo-1-methyl-1H-pyridin-2-one (469 mg, 1.76 mmol), 1-Methyl-1H-pyrazol-3-ylamine (205 mg, 2.11 mmol), tris(dibenzylidineacetone)dipalladium(0) (80 mg, 0.087 mmol), 2,2′-bis(diphenylphosphino-1,1′-binaphthalene (82 mg, 0.13 mmol), and cesium carbonate (801 mg, 2.46 mmol) were deposited in a sealed vial with 10 mL toluene. This was heated at 130° C. for 18 hours. The resulting mixture was poured into 50 mL water. This was extracted with ethylacetate. The ethylacetate layer was washed with ... The reactants are BrCC1=NC=C(C(=N1)C1=C(C=CC=C1)Cl)C(=O)OCC (ethyl 2-(bromomethyl)-4-(2-chlorophenyl)pyrimidine-5-carboxylate), FC(F)(F)C1=NN=NN1 (trifluoromethyltetrazole), C([O-])([O-])=O.[K+].[K+] (potassium carbonate). The solvent is C(C)#N (acetonitrile). Conditions: temperature 60 celsius, time 6 hour. Yields the product ClC1=C(C=CC=C1)C1=NC(=NC=C1C(=O)OCC)CN1N=C(N=N1)C(F)(F)F (ethyl 4-(2-chlorophenyl)-2-[5-(trifluoromethyl)-2H-tetrazol-2-yl]methylpyrimidine-5-carboxylate). Reaction SMILES: Br[CH2:2][C:3]1[N:8]=[C:7]([C:9]2[CH:14]=[CH:13][CH:12]=[CH:11][C:10]=2[Cl:15])[C:6]([C:16]([O:18][CH2:19][CH3:20])=[O:17])=[CH:5][N:4]=1.[F:21][C:22]([C:25]1[NH:29][N:28]=[N:27][N:26]=1)([F:24])[F:23].C(=O)([O-])[O-].[K+].[K+]>C(#N)C>[Cl:15][C:10]1[CH:11]=[CH:12][CH:13]=[CH:14][C:9]=1[C:7]1[C:6]([C:16]([O:18][CH2:19][CH3:20])=[O:17])=[CH:5][N:4]=[C:3]([CH2:2][N:27]2[N:28]=[N:29][C:25]([C:22]([F:24])([F:23])[F:21])=[N:26]2)[N:8]=1 |f:2.3.4|. Procedure: 345 mg (0.97 mmol) of ethyl 2-(bromomethyl)-4-(2-chlorophenyl)pyrimidine-5-carboxylate were added to a solution of 200 mg (1.45 mmol) of trifluoromethyltetrazole in 10 ml of acetonitrile. Then 174 mg (1.26 mmol) of potassium carbonate were added to the reaction solution, and the mixture was stirred at 60° C. for 6 hours. After cooling to room temperature, the reaction solution was filtered and the mother liquor was freed from the solvent under reduced pressure. 10 ml of water were added to the r...